This data is from the Open Reaction Database (ORD), a public repository of structured organic reaction records. The task is: describe an organic reaction: reactants, conditions, products, and yield As a reaction SMILES: [C:1]([O:5][C:6]([N:8]([CH3:48])[C@H:9]([C:13]([NH:15][C@H:16]([C:20]([N:22]([C@@H:24]([C@@H:44]([CH3:47])[CH2:45][CH3:46])[C@H:25]([O:42][CH3:43])[CH2:26][C:27]([N:29]1[CH2:33][CH2:32][CH2:31][C@H:30]1[C@H:34]([O:40][CH3:41])[C@H:35]([C:37](O)=[O:38])[CH3:36])=[O:28])[CH3:23])=[O:21])[CH:17]([CH3:19])[CH3:18])=[O:14])[CH:10]([CH3:12])[CH3:11])=[O:7])([CH3:4])([CH3:3])[CH3:2].[C:49]1([CH2:55][C@H:56]([NH2:65])/[CH:57]=[CH:58]/[C:59]2[CH:64]=[CH:63][CH:62]=[CH:61][CH:60]=2)[CH:54]=[CH:53][CH:52]=[CH:51][CH:50]=1>>[C:1]([O:5][C:6]([N:8]([CH3:48])[C@H:9]([C:13]([NH:15][C@H:16]([C:20]([N:22]([C@@H:24]([C@@H:44]([CH3:47])[CH2:45][CH3:46])[C@H:25]([O:42][CH3:43])[CH2:26][C:27]([N:29]1[CH2:33][CH2:32][CH2:31][C@H:30]1[C@H:34]([O:40][CH3:41])[C@@H:35]([CH3:36])[C:37]([NH:65][C@H:56](/[CH:57]=[CH:58]/[C:59]1[CH:64]=[CH:63][CH:62]=[CH:61][CH:60]=1)[CH2:55][C:49]1[CH:54]=[CH:53][CH:52]=[CH:51][CH:50]=1)=[O:38])=[O:28])[CH3:23])=[O:21])[CH:17]([CH3:18])[CH3:19])=[O:14])[CH:10]([CH3:12])[CH3:11])=[O:7])([CH3:2])([CH3:3])[CH3:4]. Reactants: intermediate 17, C1(=CC=CC=C1)C[C@@H](\C=C\C1=CC=CC=C1)N ((2S,3E)-1,4-diphenylbut-3-en-2-amine), C1(=CC=CC=C1)C[C@@H](\C=C\C1=CC=CC=C1)N ((2S,3E)-1,4-diphenylbut-3-en-2-amine), C(C)(C)(C)OC(=O)N([C@@H](C(C)C)C(=O)N[C@@H](C(C)C)C(=O)N(C)[C@H]([C@@H](CC(=O)N1[C@@H](CCC1)[C@@H]([C@@H](C)C(=O)O)OC)OC)[C@H](CC)C)C (N-(tert-butoxycarbonyl)-N-methyl-L-valyl-N-[(3R,4S,5S)-1-{(2S)-2-[(1R,2R)-2-carboxy-1-methoxypropyl]pyrrolidin-1-yl}-3-methoxy-5-methyl-1-oxoheptan-4-yl]-N-methyl-L-valinamide), C(C)(C)(C)OC(=O)N([C@@H](C(C)C)C(=O)N[C@@H](C(C)C)C(=O)N(C)[C@H]([C@@H](CC(=O)N1[C@@H](CCC1)[C@@H]([C@@H](C)C(=O)O)OC)OC)[C@H](CC)C)C (N-(tert-butoxycarbonyl)-N-methyl-L-valyl-N-[(3R,4S,5S)-1-{(2S)-2-[(1R,2R)-2-carboxy-1-methoxypropyl]pyrrolidin-1-yl}-3-methoxy-5-methyl-1-oxoheptan-4-yl]-N-methyl-L-valinamide). Yields the product C(C)(C)(C)OC(=O)N([C@@H](C(C)C)C(=O)N[C@@H](C(C)C)C(=O)N(C)[C@H]([C@@H](CC(=O)N1[C@@H](CCC1)[C@@H]([C@H](C(=O)N[C@@H](CC1=CC=CC=C1)\C=C\C1=CC=CC=C1)C)OC)OC)[C@H](CC)C)C (N-(tert-butoxycarbonyl)-N-methyl-L-valyl-N-[(3R,4S,5S)-1-{(2S)-2-[(1R,2R)-3-{[(2S,3E)-1,4-diphenylbut-3-en-2-yl]amino}-1-methoxy-2-methyl-3-oxopropyl]-pyrrolidin-1-yl}-3-methoxy-5-methyl-1-oxoheptan-4-yl]-N-methyl-L-valinamide). Reported procedure: First, N-(tert-butoxycarbonyl)-N-methyl-L-valyl-N-[(3R,4S,5S)-1-{(2S)-2-[(1R,2R)-3-{[(2S,3E)-1,4-diphenylbut-3-en-2-yl]amino}-1-methoxy-2-methyl-3-oxopropyl]-pyrrolidin-1-yl}-3-methoxy-5-methyl-1-oxoheptan-4-yl]-N-methyl-L-valinamide was synthesized by analogy with the synthesis of intermediate 17 by reacting 20 mg (29 μmol) N-(tert-butoxycarbonyl)-N-methyl-L-valyl-N-[(3R,4S,5S)-1-{(2S)-2-[(1R,2R)-2-carboxy-1-methoxypropyl]pyrrolidin-1-yl}-3-methoxy-5-methyl-1-oxoheptan-4-yl]-N-methyl-L-valinami... The reactants are CC(C)(C)OC(=O)N1CCCC(C(=O)c2ccccc2Oc2cccc(F)c2)C1, C1CCOC1, COCCCC[Mg+], [Cl-]. Yields the product COCCCCC(O)(c1ccccc1Oc1cccc(F)c1)C1CCCN(C(=O)OC(C)(C)C)C1. RXN SMILES: [C:1]([CH3:2])([CH3:3])([CH3:4])[O:5][C:6](=[O:7])[N:8]1[CH2:9][CH:10]([C:14]([c:15]2[c:16]([O:21][c:22]3[cH:23][c:24]([F:28])[cH:25][cH:26][cH:27]3)[cH:17][cH:18][cH:19][cH:20]2)=[O:29])[CH2:11][CH2:12][CH2:13]1.[CH2:38]1[O:39][CH2:40][CH2:41][CH2:42]1.[CH3:31][O:32][CH2:33][CH2:34][CH2:35][CH2:36][Mg+:37].[Cl-:30]>>[C:1]([CH3:2])([CH3:3])([CH3:4])[O:5][C:6](=[O:7])[N:8]1[CH2:9][CH:10]([C:14]([c:15]2[c:16]([O:21][c:22]3[cH:23][c:24]([F:28])[cH:25][cH:26][cH:27]3)[cH:17][cH:18][cH:19][cH:20]2)([OH:29])[CH2:36][CH2:35][CH2:34][CH2:33][O:32][CH3:31])[CH2:11][CH2:12][CH2:13]1. Reported procedure: A suspension of crude 4-chloro-N-{3-[(prop-2-ylsulfonyl)methyl]phenyl}-1,3,5-triazin-2-amine (876 mg, 37% by weight) and {5-fluoro-2-[(3-fluorobenzyl)oxy]phenyl}boronic acid (264 mg) was treated as described in example 34. One obtained pure product (299 mg). The product is FC=1C=CC(=C(C1)C1=NC(=NC=N1)NC1=CC(=CC=C1)CS(=O)(=O)C(C)C)OCC1=CC(=CC=C1)F (4-{5-Fluoro-2-[(3-fluorobenzyl)oxy]phenyl}-N-{3-[(prop-2-ylsulfonyl)methyl]phenyl}-1,3,5-triazin-2-amine). Starting materials: ClC1=NC(=NC=N1)NC1=CC(=CC=C1)CS(=O)(=O)C(C)C (4-chloro-N-{3-[(prop-2-ylsulfonyl)methyl]phenyl}-1,3,5-triazin-2-amine), FC=1C=CC(=C(C1)B(O)O)OCC1=CC(=CC=C1)F ({5-fluoro-2-[(3-fluorobenzyl)oxy]phenyl}boronic acid), obtained pure product. As a reaction SMILES: Cl[C:2]1[N:7]=[CH:6][N:5]=[C:4]([NH:8][C:9]2[CH:14]=[CH:13][CH:12]=[C:11]([CH2:15][S:16]([CH:19]([CH3:21])[CH3:20])(=[O:18])=[O:17])[CH:10]=2)[N:3]=1.[F:22][C:23]1[CH:24]=[CH:25][C:26]([O:32][CH2:33][C:34]2[CH:39]=[CH:38][CH:37]=[C:36]([F:40])[CH:35]=2)=[C:27](B(O)O)[CH:28]=1>>[F:22][C:23]1[CH:28]=[CH:27][C:26]([O:32][CH2:33][C:34]2[CH:39]=[CH:38][CH:37]=[C:36]([F:40])[CH:35]=2)=[C:25]([C:2]2[N:7]=[CH:6][N:5]=[C:4]([NH:8][C:9]3[CH:14]=[CH:13][CH:12]=[C:11]([CH2:15][S:16]([CH:19]([CH3:21])[CH3:20])(=[O:18])=[O:17])[CH:10]=3)[N:3]=2)[CH:24]=1. Reaction SMILES: [CH3:18][O:19][c:20]1[cH:21][cH:22][c:23]([N:26]=[N:27][c:28]2[n+:29]([CH3:34])[cH:30][cH:31][n:32]2[CH3:33])[cH:24][cH:25]1.[CH3:35][CH2:36][O:37][C:38](=[O:39])[CH3:40].[Cl+3:13]([O-:14])([O-:15])([O-:16])[O-:17].[NH:1]1[CH2:2][CH2:3][NH:4][CH2:5][CH2:6][CH2:7]1.[O:8]=[CH:9][N:10]([CH3:11])[CH3:12]>>[Cl+3:13]([O-:14])([O-:15])([O-:16])[O-:17].[N:1]1([c:20]2[cH:21][cH:22][c:23]([N:26]=[N:27][c:28]3[n:29]([CH3:34])[cH:30][cH:31][n+:32]3[CH3:33])[cH:24][cH:25]2)[CH2:2][CH2:3][NH:4][CH2:5][CH2:6][CH2:7]1. The product is [O-][Cl+3]([O-])([O-])[O-], Cn1cc[n+](C)c1N=Nc1ccc(N2CCCNCC2)cc1. Starting materials: COc1ccc(N=Nc2n(C)cc[n+]2C)cc1, CCOC(C)=O, [O-][Cl+3]([O-])([O-])[O-], C1CNCCNC1, CN(C)C=O. The reactants are CC=1C=CC(=NC1)NC1CCNCC1 (4-(5-methylpyridin-2-yl)aminopiperidine), OCC12CC3(CC(CC(C1)C3)C2)C(=O)OC (methyl 3-hydroxymethyltricyclo[3.3.1.1 3,7]decane-1-carboxylate), N1=CC=CC=C1 (pyridine), FC(S(=O)(=O)OS(=O)(=O)C(F)(F)F)(F)F (trifluoromethanesulfonic anhydride). The solvent is C(Cl)Cl (methylene chloride), O (Water). Reaction conditions: temperature 60 celsius, time 1 hour. Product: CC=1C=CC(=NC1)NC1CCN(CC1)CC12CC3(CC(CC(C1)C3)C2)C(=O)OC (Methyl 3-[4-(5-methylpyridin-2-yl)aminopiperidin-1-ylmethyl]tricyclo[3.3.1.13,7]decane--1-carboxylate). Isolated yield 82.0%. RXN SMILES: O[CH2:2][C:3]12[CH2:12][CH:7]3[CH2:8][CH:9]([CH2:11][C:5]([C:13]([O:15][CH3:16])=[O:14])([CH2:6]3)[CH2:4]1)[CH2:10]2.N1C=CC=CC=1.FC(F)(F)S(OS(C(F)(F)F)(=O)=O)(=O)=O.[CH3:38][C:39]1[CH:40]=[CH:41][C:42]([NH:45][CH:46]2[CH2:51][CH2:50][NH:49][CH2:48][CH2:47]2)=[N:43][CH:44]=1>C(Cl)Cl.O>[CH3:38][C:39]1[CH:40]=[CH:41][C:42]([NH:45][CH:46]2[CH2:51][CH2:50][N:49]([CH2:10][C:9]34[CH2:2][CH:3]5[CH2:12][CH:7]([CH2:6][C:5]([C:13]([O:15][CH3:16])=[O:14])([CH2:4]5)[CH2:11]3)[CH2:8]4)[CH2:48][CH2:47]2)=[N:43][CH:44]=1. Procedure: After dissolving methyl 3-hydroxymethyltricyclo[3.3.1.1 3,7]decane-1-carboxylate (0.1648 g, 0.735 mmol) and pyridine (0.0829 g, 1.05 mmol) in methylene chloride (5 mL), trifluoromethanesulfonic anhydride (0.185 mL, 1.11 mmol) was added dropwise while cooling on ice and the mixture was stirred for 1 hour. Water (10 mL) was added to the reaction mixture, and after extraction with ethyl acetate (20 mL), the extract was washed with 1N HCl (10 mL), saturated aqueous NaHCO3 (10 mL) and brine (10 mL) i... The reactants are Cn1ncc(C(=O)N2CCOCC2)c1C(=O)Nc1ccn2nc(Br)nc2c1, COc1ccccc1B(O)O. The product is COc1ccccc1-c1nc2cc(NC(=O)c3c(C(=O)N4CCOCC4)cnn3C)ccn2n1. Reaction SMILES: [Br:1][c:2]1[n:3][n:4]2[c:5]([cH:6][c:7]([NH:10][C:11](=[O:12])[c:13]3[c:14]([C:19](=[O:20])[N:21]4[CH2:22][CH2:23][O:24][CH2:25][CH2:26]4)[cH:15][n:16][n:17]3[CH3:18])[cH:8][cH:9]2)[n:27]1.[CH3:28][O:29][c:30]1[c:31]([B:36]([OH:37])[OH:38])[cH:32][cH:33][cH:34][cH:35]1>>[c:2]1(-[c:31]2[c:30]([O:29][CH3:28])[cH:35][cH:34][cH:33][cH:32]2)[n:3][n:4]2[c:5]([cH:6][c:7]([NH:10][C:11](=[O:12])[c:13]3[c:14]([C:19](=[O:20])[N:21]4[CH2:22][CH2:23][O:24][CH2:25][CH2:26]4)[cH:15][n:16][n:17]3[CH3:18])[cH:8][cH:9]2)[n:27]1.